This data is from the Open Reaction Database (ORD), a public repository of structured organic reaction records. The task is: describe an organic reaction: reactants, conditions, products, and yield RXN SMILES: Cl.[CH3:2][O:3][C:4]1[CH:15]=[C:14]([O:16][CH3:17])[C:7]2[O:8][CH:9]([CH2:12][NH2:13])[CH2:10][O:11][C:6]=2[CH:5]=1.Br[CH2:19][CH2:20][CH2:21][O:22][C:23]1[CH:32]=[C:31]2[C:26]([CH:27]=[CH:28][C:29](=[O:33])[O:30]2)=[CH:25][CH:24]=1.C(N(C(C)C)CC)(C)C.Cl>CN(C=O)C.CO.C(O)(C)C>[CH3:2][O:3][C:4]1[CH:15]=[C:14]([O:16][CH3:17])[C:7]2[O:8][CH:9]([CH2:12][NH:13][CH2:19][CH2:20][CH2:21][O:22][C:23]3[CH:24]=[CH:25][C:26]4[CH:27]=[CH:28][C:29](=[O:33])[O:30][C:31]=4[CH:32]=3)[CH2:10][O:11][C:6]=2[CH:5]=1 |f:0.1|. Run at temperature 96 celsius. Procedure: 2,3-Dihydro-6,8-dimethoxy-1,4-benzodioxin-2-methanamine hydrochloride (3.58 g, 13.7 mmole), 7-(3-bromopropoxy)coumarin (3.35 g, 11.8 mmole), and diisopropylethylamine (3.25 ml, 18.7 mmole) were combined in 200 ml of DMF and heated at 96° C. for 2 days under a nitrogen atmosphere. The solvent was then removed and replaced with dichloromethane. The mixture was washed with an equal volume of saturated aqueous sodium bicarbonate, dried over magnesium sulfate, filtered and concentrated in vacuum. The... Reactants: Cl.COC1=CC2=C(OC(CO2)CN)C(=C1)OC (2,3-Dihydro-6,8-dimethoxy-1,4-benzodioxin-2-methanamine hydrochloride), Cl (HCl), BrCCCOC1=CC=C2C=CC(OC2=C1)=O (7-(3-bromopropoxy)coumarin), C(C)(C)N(CC)C(C)C (diisopropylethylamine). The product is COC1=CC2=C(OC(CO2)CNCCCOC2=CC3=C(C=CC(O3)=O)C=C2)C(=C1)OC (7-[3-[[(2,3-Dihydro-6,8-dimethoxy-1,4-benzodioxin-2-yl)methyl]amino]propoxy]-2H-1-benzopyran-2-one). The solvent is CN(C)C=O (DMF), C(C)(C)O (isopropanol), CO (methanol). Starting materials: NC1=C(C=C(C=C1)N1CCCCC1)C1=NC=CC(=C1)N(C(OC(C)(C)C)=O)CC1=CC(=CC=C1)C(F)(F)F (tert-butyl 2-(2-amino-5-(piperidin-1-yl)phenyl)pyridin-4-yl(3-(trifluoromethyl)benzyl)carbamate), OS(=O)(=O)O (H2SO4), ClC(=O)C=1C=C(CSCCC(=O)OC)C=CC1 (methyl 3-(3-(chlorocarbonyl)benzylthio)propanoate), N1=CC=CC=C1 (pyridine). The solvent is C(Cl)Cl.C1CCOC1 (DCM THF), O (H2O). Run at time 3 hour. Yields the product C(C)(C)(C)OC(=O)N(C1=CC(=NC=C1)C1=C(C=CC(=C1)N1CCCCC1)NC(=O)C=1C=C(CSCCC(=O)OC)C=CC1)CC1=CC(=CC=C1)C(F)(F)F (methyl 3-(3-(2-(4-(tert-butoxycarbonyl(3-(trifluoromethyl)benzyl)-amino)pyridin-2-yl)-4-(piperidin-1-yl)phenylcarbamoyl)benzylthio)propanoate). Yield: 92.0%. As a reaction SMILES: [NH2:1][C:2]1[CH:7]=[CH:6][C:5]([N:8]2[CH2:13][CH2:12][CH2:11][CH2:10][CH2:9]2)=[CH:4][C:3]=1[C:14]1[CH:19]=[C:18]([N:20]([CH2:28][C:29]2[CH:34]=[CH:33][CH:32]=[C:31]([C:35]([F:38])([F:37])[F:36])[CH:30]=2)[C:21](=[O:27])[O:22][C:23]([CH3:26])([CH3:25])[CH3:24])[CH:17]=[CH:16][N:15]=1.Cl[C:40]([C:42]1[CH:43]=[C:44]([CH:53]=[CH:54][CH:55]=1)[CH2:45][S:46][CH2:47][CH2:48][C:49]([O:51][CH3:52])=[O:50])=[O:41].N1C=CC=CC=1.OS(O)(=O)=O>C(Cl)Cl.C1COCC1.O>[C:23]([O:22][C:21]([N:20]([CH2:28][C:29]1[CH:34]=[CH:33][CH:32]=[C:31]([C:35]([F:37])([F:38])[F:36])[CH:30]=1)[C:18]1[CH:17]=[CH:16][N:15]=[C:14]([C:3]2[CH:4]=[C:5]([N:8]3[CH2:13][CH2:12][CH2:11][CH2:10][CH2:9]3)[CH:6]=[CH:7][C:2]=2[NH:1][C:40]([C:42]2[CH:43]=[C:44]([CH:53]=[CH:54][CH:55]=2)[CH2:45][S:46][CH2:47][CH2:48][C:49]([O:51][CH3:52])=[O:50])=[O:41])[CH:19]=1)=[O:27])([CH3:26])([CH3:24])[CH3:25] |f:4.5|. Reported procedure: Into a 50-mL round bottom flask purged and maintained with an inert atmosphere of nitrogen, was placed a solution of tert-butyl 2-(2-amino-5-(piperidin-1-yl)phenyl)pyridin-4-yl(3-(trifluoromethyl)benzyl)carbamate (600 mg, 1.14 mmol, 1.00 equiv) in DCM/THF (5/20 mL), methyl 3-(3-(chlorocarbonyl)benzylthio)propanoate (580 mg, 2.13 mmol, 1.40 equiv), and pyridine (750 mg, 9.49 mmol, 3.00 equiv). The resulting solution was stirred for 3 h at room temperature. The reaction progress was monitored by L... Starting materials: FC=1C=C(C=O)C=CC1O[C@@H](C)CC (3-fluoro-4-(2-(S)-butoxy)benzaldehyde), O.S(O)(O)(=O)=O (water sulfuric acid). The reagents and catalysts are [O-2].[Cr+6].[O-2].[O-2] (chromium (VI) oxide). The solvent is CC(=O)C (acetone). Run at time 2 hour. Product: FC=1C=C(C(=O)O)C=CC1O[C@@H](C)CC (3-Fluoro-4-(2-(S)-butoxy)benzoic acid). As a reaction SMILES: [F:1][C:2]1[CH:3]=[C:4]([CH:7]=[CH:8][C:9]=1[O:10][C@H:11]([CH2:13][CH3:14])[CH3:12])[CH:5]=[O:6].O.S(=O)(=O)(O)[OH:17]>CC(C)=O.[O-2].[Cr+6].[O-2].[O-2]>[F:1][C:2]1[CH:3]=[C:4]([CH:7]=[CH:8][C:9]=1[O:10][C@H:11]([CH2:13][CH3:14])[CH3:12])[C:5]([OH:17])=[O:6] |f:1.2,4.5.6.7|. Procedure: A solution of 130 mg (0.66 mmol) of 3-fluoro-4-(2-(S)-butoxy)benzaldehyde in 1 mL of acetone was treated with a 73 mg (0.73 mmol) of chromium (VI) oxide in a 3:1 v/v mixture of water/sulfuric acid at 0° C. The reaction was allowed to warm to rt and was stirred for 2 hr then extracted with 10 mL of EtOAc, washed with brine, dried over MgSO4 and concentrated to afford 130 mg of the title compound: 1H NMR (500 Mhz) δ 1.00 (t, J=7.6, 3H), 1.36 (d, J=6.2, 3H), 1.70 (m, 1H), 1.82 (m, 1H), 4.44 (m, 1H)... The reactants are CCN=C=NCCCN(C)C (EDAC), CN1C(=CC2=CC=CC=C12)C(=O)O (1-Methylindole-2-carboxylic acid), N[C@@H](CC1=CC=CC=C1)C(=O)N[C@@H](CC(OC(C)(C)C)=NNC(=O)N)C=O (3(S)-(phenylalaninyl]amino-4-oxobutanoic acid, t-butyl ester semicarbazone), CCOCC (ether). Reagents/catalysts: CN(C)C=1C=CN=CC1 (DMAP). Solvent: C(Cl)Cl (methylene chloride). Reaction conditions: time 4 hour. The product is CN1C(=CC2=CC=CC=C12)C(=O)N[C@@H](CC1=CC=CC=C1)C(=O)N[C@H](CC(OC(C)(C)C)=NNC(=O)N)O ((3S)-3-[(1-Methylindole-2-Carbonyl)Phenylalaninyl]Amino -4-Oxabutanoic acid, t-Butyl Ester Semicarbazone). Isolated yield 82.0%. RXN SMILES: [CH3:1][N:2]1[C:10]2[C:5](=[CH:6][CH:7]=[CH:8][CH:9]=2)[CH:4]=[C:3]1[C:11]([OH:13])=O.[NH2:14][C@H:15]([C:23]([NH:25][C@H:26](C=O)[CH2:27][C:28](=[N:34][NH:35][C:36]([NH2:38])=[O:37])[O:29][C:30]([CH3:33])([CH3:32])[CH3:31])=[O:24])[CH2:16][C:17]1[CH:22]=[CH:21][CH:20]=[CH:19][CH:18]=1.CCN=C=NCCCN(C)C.CC[O:54]CC>C(Cl)Cl.CN(C1C=CN=CC=1)C>[CH3:1][N:2]1[C:10]2[C:5](=[CH:6][CH:7]=[CH:8][CH:9]=2)[CH:4]=[C:3]1[C:11]([NH:14][C@H:15]([C:23]([NH:25][C@@H:26]([OH:54])[CH2:27][C:28](=[N:34][NH:35][C:36]([NH2:38])=[O:37])[O:29][C:30]([CH3:33])([CH3:32])[CH3:31])=[O:24])[CH2:16][C:17]1[CH:22]=[CH:21][CH:20]=[CH:19][CH:18]=1)=[O:13]. Procedure details: 1-Methylindole-2-carboxylic acid (72 mg, 0.41 mmol) and 3(S)-(phenylalaninyl]amino-4-oxobutanoic acid, t-butyl ester semicarbazone (154 mg, 0.41 mmol) were dissolved in methylene chloride (2 mL) and both DMAP (53 mg, 0.43 mmol) and EDAC (109 mg, 0.57 mmol) were added to the solution under a nitrogen atmosphere at 0° C. Stirring was continued for 1 hour at 0° C. and an additional 4 hours at room temperature. The reaction mixture was partitioned between ethyl acetate and 5% KHSO4 solution, success... The reactants are O=C1CCC(=O)N1Br, CCC1=C(C(=O)OC)C(c2ccc(F)c(I)c2)C2=C(COCC2=O)N1, ClC(Cl)Cl. Product: CC1OC(=O)C2=C1NC1=C(C(=O)COC1)C2c1ccc(F)c(I)c1. RXN SMILES: [Br:26][N:27]1[C:28](=[O:29])[CH2:30][CH2:31][C:32]1=[O:33].[CH2:1]([CH3:2])[C:3]1=[C:4]([C:22](=[O:23])[O:24][CH3:25])[CH:5]([c:14]2[cH:15][c:16]([I:21])[c:17]([F:20])[cH:18][cH:19]2)[C:6]2=[C:7]([NH:8]1)[CH2:9][O:10][CH2:11][C:12]2=[O:13].[CH:34]([Cl:35])([Cl:36])[Cl:37]>>[CH:1]1([CH3:2])[C:3]2=[C:4]([CH:5]([c:14]3[cH:15][c:16]([I:21])[c:17]([F:20])[cH:18][cH:19]3)[C:6]3=[C:7]([NH:8]2)[CH2:9][O:10][CH2:11][C:12]3=[O:13])[C:22](=[O:23])[O:24]1. Reactants: BrCCCCCCCCCCOC1=CC=C(C=C1)C(C)(C)C (1-Bromo-10-(4-tert.butylphenoxy)-decane), ClC(C(=O)O)Cl (dichloroacetic acid). Product: ClC(C(=O)O)(CCCCCCCCCCOC1=CC=C(C=C1)C(C)(C)C)Cl (2,2-Dichloro-12-(4-tert.butylphenoxy)-dodecanoic acid). The yield is 33.5%. Reaction SMILES: Br[CH2:2][CH2:3][CH2:4][CH2:5][CH2:6][CH2:7][CH2:8][CH2:9][CH2:10][CH2:11][O:12][C:13]1[CH:18]=[CH:17][C:16]([C:19]([CH3:22])([CH3:21])[CH3:20])=[CH:15][CH:14]=1.[Cl:23][CH:24]([Cl:28])[C:25]([OH:27])=[O:26]>>[Cl:23][C:24]([Cl:28])([CH2:2][CH2:3][CH2:4][CH2:5][CH2:6][CH2:7][CH2:8][CH2:9][CH2:10][CH2:11][O:12][C:13]1[CH:18]=[CH:17][C:16]([C:19]([CH3:22])([CH3:21])[CH3:20])=[CH:15][CH:14]=1)[C:25]([OH:27])=[O:26]. Reported procedure: 6.8 g (20 mmol) 92 was reacted with 10.3 g (80 mmol) dichloroacetic acid as in example 9. 2.8 g (35%) 41 with a melting point of 56-57° C. was obtained. The sodium salt obtained from 41 and pulverized NaOH in ethanol melted at 178° C. (decomp.).